From a dataset of the Open Reaction Database (ORD), a public repository of structured organic reaction records. describe an organic reaction: reactants, conditions, products, and yield The reactants are COCc1ccc(-c2cn(C(c3ccccc3)(c3ccccc3)c3ccccc3)cn2)cc1, O=C(O)C(F)(F)F. Product: COCc1ccc(-c2c[nH]cn2)cc1. As a reaction SMILES: [CH3:1][O:2][CH2:3][c:4]1[cH:5][cH:6][c:7](-[c:10]2[n:11][cH:12][n:13]([C:15]([c:16]3[cH:17][cH:18][cH:19][cH:20][cH:21]3)([c:22]3[cH:23][cH:24][cH:25][cH:26][cH:27]3)[c:28]3[cH:29][cH:30][cH:31][cH:32][cH:33]3)[cH:14]2)[cH:8][cH:9]1.[F:34][C:35]([F:36])([F:37])[C:38]([OH:39])=[O:40]>>[CH3:1][O:2][CH2:3][c:4]1[cH:5][cH:6][c:7](-[c:10]2[n:11][cH:12][nH:13][cH:14]2)[cH:8][cH:9]1. Reactants: C(C)N(CC)S(F)(F)F (diethylaminosulfur trifluoride), ClC1=CC=C2C(C3=C(N=CN=C3)C2=C1)(O)C1=CC=C(C=C1)Cl (8-chloro-5-(4-chlorophenyl)-5H-indeno[1,2-d]pyrimidin-5-ol), C([O-])(O)=O.[K+] (potassium bicarbonate). Solvent: C(Cl)Cl (methylene chloride). Run at temperature 0 celsius, time 8 hour. Product: ClC1=CC=C2C(C3=C(N=CN=C3)C2=C1)(F)C1=CC=C(C=C1)Cl (8-chloro-5-(4-chlorophenyl)-5-fluoro-5H-indeno[1,2-d]pyrimidine). The yield is 75.9%. As a reaction SMILES: [Cl:1][C:2]1[CH:14]=[C:13]2[C:5]([C:6]([C:16]3[CH:21]=[CH:20][C:19]([Cl:22])=[CH:18][CH:17]=3)(O)[C:7]3[CH:12]=[N:11][CH:10]=[N:9][C:8]=32)=[CH:4][CH:3]=1.C(N(S(F)(F)[F:29])CC)C.C(=O)(O)[O-].[K+]>C(Cl)Cl>[Cl:1][C:2]1[CH:14]=[C:13]2[C:5]([C:6]([C:16]3[CH:21]=[CH:20][C:19]([Cl:22])=[CH:18][CH:17]=3)([F:29])[C:7]3[CH:12]=[N:11][CH:10]=[N:9][C:8]=32)=[CH:4][CH:3]=1 |f:2.3|. Procedure: A mixture of 3.0 g of 8-chloro-5-(4-chlorophenyl)-5H-indeno[1,2-d]pyrimidin-5-ol in 50 ml of methylene chloride was cooled to 0° C. under a nitrogen atmosphere. Approximately 2.7 g of diethylaminosulfur trifluoride were added and the reaction was stirred overnight. The mixture was poured into an iced solution of potassium bicarbonate and extracted with ethyl acetate. The organic extract was washed with a sodium bicarbonate solution and a sodium chloride solution, dried over magnesium sulfate, an... Reactants: O=C(OCCc1ccc(CO)cc1)c1ccccc1, ClCCl. Product: O=Cc1ccc(CCOC(=O)c2ccccc2)cc1. RXN SMILES: [C:1]([c:2]1[cH:3][cH:4][cH:5][cH:6][cH:7]1)(=[O:8])[O:9][CH2:10][CH2:11][c:12]1[cH:13][cH:14][c:15]([CH2:16][OH:17])[cH:18][cH:19]1.[Cl:20][CH2:21][Cl:22]>>[C:1]([c:2]1[cH:3][cH:4][cH:5][cH:6][cH:7]1)(=[O:8])[O:9][CH2:10][CH2:11][c:12]1[cH:13][cH:14][c:15]([CH:16]=[O:17])[cH:18][cH:19]1. The reactants are ClC=1C=C2C=CC(=CC2=CC1)S(=O)(=O)N1CC(N(CC1)N(C1CCN(CC1)C1=CC(=NC=C1)C)CC(=O)OC(C)(C)C)=O (tert-butyl {[4-(6-chloronaphthalene-2-sulfonyl)-2-oxo-1-piperazinyl][1-(2-methyl-4-pyridinyl)-4-piperidinyl]amino}acetate), FC(C(=O)O)(F)F (trifluoroacetic acid). Run in C1(=CC=CC=C1)C (toluene). Reaction conditions: time 2 hour. Yields the product ClC=1C=C2C=CC(=CC2=CC1)S(=O)(=O)N1CC(N(CC1)N(C1CCN(CC1)C1=CC(=NC=C1)C)C(C(=O)O)CC)=O ({[4-(6-Chloronaphthalene-2-sulfonyl)-2-oxo-1-piperazinyl][1-(2-methyl-4-pyridinyl)-4-piperidinyl]amino}butyric Acid). As a reaction SMILES: [Cl:1][C:2]1[CH:3]=[C:4]2[C:9](=[CH:10][CH:11]=1)[CH:8]=[C:7]([S:12]([N:15]1[CH2:20][CH2:19][N:18]([N:21]([CH2:35][C:36]([O:38]C(C)(C)C)=[O:37])[CH:22]3[CH2:27][CH2:26][N:25]([C:28]4[CH:33]=[CH:32][N:31]=[C:30]([CH3:34])[CH:29]=4)[CH2:24][CH2:23]3)[C:17](=[O:43])[CH2:16]1)(=[O:14])=[O:13])[CH:6]=[CH:5]2.F[C:45](F)(F)[C:46](O)=O>C1(C)C=CC=CC=1>[Cl:1][C:2]1[CH:3]=[C:4]2[C:9](=[CH:10][CH:11]=1)[CH:8]=[C:7]([S:12]([N:15]1[CH2:20][CH2:19][N:18]([N:21]([CH:35]([CH2:45][CH3:46])[C:36]([OH:38])=[O:37])[CH:22]3[CH2:23][CH2:24][N:25]([C:28]4[CH:33]=[CH:32][N:31]=[C:30]([CH3:34])[CH:29]=4)[CH2:26][CH2:27]3)[C:17](=[O:43])[CH2:16]1)(=[O:13])=[O:14])[CH:6]=[CH:5]2. Procedure details: A mixture of tert-butyl {[4-(6-chloronaphthalene-2-sulfonyl)-2-oxo-1-piperazinyl][1-(2-methyl-4-pyridinyl)-4-piperidinyl]amino}acetate (135 g) obtained in Example 144 and toluene (1 ml) was combined with trifluoroacetic acid (1 ml) and stirred at room temperature for 2 hours. The reaction mixture was concentrated under reduced pressure and the residue was purified on a CHP-20 column (water→1% conc. aqueous ammonia-containing 25% aqueous solution of acetonitrile) to obtain the title compound (0.7... The reactants are BrC1=CC=CC(=N1)NC(=N)NCC1=C(C=CC=C1)OC (N-(6-bromopyridin-2-yl)-N′-(2-methoxybenzyl)guanidine), acetate salt, C(C)(=O)[O-] (acetate), [Br-].C(C1=CC=CC=C1)[Zn+] (benzyl zinc bromide), [Br-].C(C1=CC=CC=C1)[Zn+] (benzyl zinc bromide). Reagents/catalysts: C1=CC=C(C=C1)P([C-]2C=CC=C2)C3=CC=CC=C3.C1=CC=C(C=C1)P([C-]2C=CC=C2)C3=CC=CC=C3.Cl[Pd]Cl.[Fe+2].C(Cl)Cl ([1,1′-bis-(diphenylphosphino)ferrocene]palladium(II) chloride methylene chloride), [Pd] (Pd). The solvent is O.C(C)#N (water acetonitrile). Run at time 8 hour. The product is C(C1=CC=CC=C1)C1=CC=CC(=N1)NC(=N)NCC1=C(C=CC=C1)OC (N-(6-benzylpyridin-2-yl)-N′-(2-methoxybenzyl)guanidine). The yield is 7.4%. As a reaction SMILES: Br[C:2]1[N:7]=[C:6]([NH:8][C:9]([NH:11][CH2:12][C:13]2[CH:18]=[CH:17][CH:16]=[CH:15][C:14]=2[O:19][CH3:20])=[NH:10])[CH:5]=[CH:4][CH:3]=1.[Br-].[CH2:22]([Zn+])[C:23]1[CH:28]=[CH:27][CH:26]=[CH:25][CH:24]=1.C([O-])(=O)C>[Pd].C1C=CC(P(C2C=CC=CC=2)[C-]2C=CC=C2)=CC=1.C1C=CC(P(C2C=CC=CC=2)[C-]2C=CC=C2)=CC=1.Cl[Pd]Cl.[Fe+2].C(Cl)Cl.O.C(#N)C>[CH2:22]([C:2]1[N:7]=[C:6]([NH:8][C:9]([NH:11][CH2:12][C:13]2[CH:18]=[CH:17][CH:16]=[CH:15][C:14]=2[O:19][CH3:20])=[NH:10])[CH:5]=[CH:4][CH:3]=1)[C:23]1[CH:28]=[CH:27][CH:26]=[CH:25][CH:24]=1 |f:1.2,5.6.7.8.9,10.11|. Reported procedure: The preparation was carried out analogously to Example 67, using 0.200 g (0.597 mmol) N-(6-bromopyridin-2-yl)-N′-(2-methoxybenzyl)guanidine and 2.98 mL (1.491 mmol) of the benzyl zinc bromide solution (0.5 M in tetrahydrofuran) under Pd catalysis with 20 mg (0.055 mmol) [1,1′-bis-(diphenylphosphino)ferrocene]palladium(II) chloride-methylene chloride. The mixture was likewise heated under a nitrogen atmosphere, first under reflux for 9 hr, and then after repeated additions of 2.98 mL (1.491 mmol)... The reactants are ClC=1C=C(C(N(N1)C)=O)NC=1N=CC(=NC1)N1CCN(CC1)C (6-chloro-2-methyl-4-(4-methyl-3,4,5,6-tetrahydro-2H-[1,2]bipyrazinyl-5′-ylamino)-2H-pyridazin-3-one), [OH-].[Na+] (NaOH), C(C)(=O)OCC1=C(C=CC=C1N1C(C2=C(C=C(C=C2C=N1)C(C)(C)C)F)=O)[B-](F)(F)F.[K+] (potassium (2-(acetoxymethyl)-3-(6-tert-butyl-8-fluoro-1-oxophthalazin-2(1H)-yl)phenyl)trifluoroborate), CC(C)C1=CC(=C(C(=C1)C(C)C)C2=C(C=CC=C2)P(C3CCCCC3)C4CCCCC4)C(C)C (X-PHOS). Reagents/catalysts: C=1C=CC(=CC1)/C=C/C(=O)/C=C/C2=CC=CC=C2.C=1C=CC(=CC1)/C=C/C(=O)/C=C/C2=CC=CC=C2.[Pd] (bis(dibenzylideneacetone)palladium). The solvent is C(CCC)O (n-butanol), O (water), O (water). Conditions: temperature 110 celsius, time 3 day. Yields the product C(C)(C)(C)C=1C=C2C=NN(C(C2=C(C1)F)=O)C1=C(C(=CC=C1)C1=NN(C(C(=C1)NC=1N=CC(=NC1)N1CCN(CC1)C)=O)C)CO (6-tert-Butyl-8-fluoro-2-{2-hydroxymethyl-3-[1-methyl-5-(4-methyl-3,4,5,6-tetrahydro-2H-[1,2′]bipyrazinyl-5′-ylamino)-6-oxo-1,6-dihydro-pyridazin-3-yl]-phenyl}-2H-phthalazin-1-one). RXN SMILES: Cl[C:2]1[CH:3]=[C:4]([NH:10][C:11]2[N:12]=[CH:13][C:14]([N:17]3[CH2:22][CH2:21][N:20]([CH3:23])[CH2:19][CH2:18]3)=[N:15][CH:16]=2)[C:5](=[O:9])[N:6]([CH3:8])[N:7]=1.C([O:27][CH2:28][C:29]1[C:34]([N:35]2[N:44]=[CH:43][C:42]3[C:37](=[C:38]([F:49])[CH:39]=[C:40]([C:45]([CH3:48])([CH3:47])[CH3:46])[CH:41]=3)[C:36]2=[O:50])=[CH:33][CH:32]=[CH:31][C:30]=1[B-](F)(F)F)(=O)C.[K+].CC(C1C=C(C(C)C)C(C2C=CC=CC=2P(C2CCCCC2)C2CCCCC2)=C(C(C)C)C=1)C.[OH-].[Na+]>C(O)CCC.O.C1C=CC(/C=C/C(/C=C/C2C=CC=CC=2)=O)=CC=1.C1C=CC(/C=C/C(/C=C/C2C=CC=CC=2)=O)=CC=1.[Pd]>[C:45]([C:40]1[CH:41]=[C:42]2[C:37](=[C:38]([F:49])[CH:39]=1)[C:36](=[O:50])[N:35]([C:34]1[CH:33]=[CH:32][CH:31]=[C:30]([C:2]3[CH:3]=[C:4]([NH:10][C:11]4[N:12]=[CH:13][C:14]([N:17]5[CH2:22][CH2:21][N:20]([CH3:23])[CH2:19][CH2:18]5)=[N:15][CH:16]=4)[C:5](=[O:9])[N:6]([CH3:8])[N:7]=3)[C:29]=1[CH2:28][OH:27])[N:44]=[CH:43]2)([CH3:48])([CH3:46])[CH3:47] |f:1.2,4.5,8.9.10|. Procedure: To a 15 mL microwave reaction vial was added 6-chloro-2-methyl-4-(4-methyl-3,4,5,6-tetrahydro-2H-[1,2]bipyrazinyl-5′-ylamino)-2H-pyridazin-3-one (71 mg, 211 μmol, Eq: 1.00) in 7 mL n-butanol and 1.4 mL water. Argon was bubbled through the suspension. To the slurry was added potassium (2-(acetoxymethyl)-3-(6-tert-butyl-8-fluoro-1-oxophthalazin-2(1H)-yl)phenyl)trifluoroborate (149 mg, 211 μmol, Eq: 1.00), then X-PHOS (15.1 mg, 31.7 μmol, Eq: 0.15) with stirring. To this mixture was added bis(diben... Starting materials: NCc1cc(F)ccc1Br, CCOC(OCC)C(=N)OC, CO. Product: CCOC(OCC)C(=N)NCc1cc(F)ccc1Br. Reaction SMILES: [Br:12][c:13]1[c:14]([CH2:20][NH2:21])[cH:15][c:16]([F:19])[cH:17][cH:18]1.[CH2:1]([CH3:2])[O:3][CH:4]([C:5]([O:6][CH3:7])=[NH:8])[O:9][CH2:10][CH3:11].[CH3:22][OH:23]>>[CH2:1]([CH3:2])[O:3][CH:4]([C:5](=[NH:8])[NH:21][CH2:20][c:14]1[c:13]([Br:12])[cH:18][cH:17][c:16]([F:19])[cH:15]1)[O:9][CH2:10][CH3:11]. Starting materials: CN(C)c1ccncc1, COc1cc2nccc(Cl)c2cc1OC, Clc1ccccc1Cl, O, COC(=O)c1cc2ccccc2cc1O. Yields the product COC(=O)c1cc2ccccc2cc1Oc1ccnc2cc(OC)c(OC)cc12. Reaction SMILES: [CH3:32][N:33]([CH3:34])[c:35]1[cH:36][cH:37][n:38][cH:39][cH:40]1.[Cl:1][c:2]1[cH:3][cH:4][n:5][c:6]2[cH:7][c:8]([O:14][CH3:15])[c:9]([O:12][CH3:13])[cH:10][c:11]12.[Cl:41][c:42]1[cH:43][cH:44][cH:45][cH:46][c:47]1[Cl:48].[OH2:31].[OH:16][c:17]1[cH:18][c:19]2[cH:20][cH:21][cH:22][cH:23][c:24]2[cH:25][c:26]1[C:27](=[O:28])[O:29][CH3:30]>>[c:2]1([O:16][c:17]2[cH:18][c:19]3[cH:20][cH:21][cH:22][cH:23][c:24]3[cH:25][c:26]2[C:27](=[O:28])[O:29][CH3:30])[cH:3][cH:4][n:5][c:6]2[cH:7][c:8]([O:14][CH3:15])[c:9]([O:12][CH3:13])[cH:10][c:11]12.